This data is from the Open Reaction Database (ORD), a public repository of structured organic reaction records. The task is: describe an organic reaction: reactants, conditions, products, and yield Starting materials: N1=CC(=CC=C1)N=C=O (3-pyridyl isocyanate), ClC1=C(OC=2C(=NC=NC2OCCO)NS(=O)(=O)C2=CC3=C(OCCO3)C=C2)C=C(C=C1)OC (N-[5-(2-chloro-5-methoxy-phenoxy)-6-(2-hydroxy-ethoxy)-pyrimidin-4-yl]-2,3-dihydro-1,4-benzodioxin-6-sulfonamide). Run in C1(=CC=CC=C1)C (toluene). Reaction conditions: temperature 100 celsius, time 1 hour. Product: ClC1=C(OC=2C(=NC=NC2NS(=O)(=O)C2=CC3=C(OCCO3)C=C2)OCCOC(NC=2C=NC=CC2)=O)C=C(C=C1)OC (pyridin-3-ylcarbamic acid 2-[5-(2-chloro-5-methoxy -phenoxy]-6-(2,3-dihydro-1,4-benzodioxin-6-ylsulfonylamino) -pyrimidin-4-yloxy]-ethyl ester). RXN SMILES: [N:1]1[CH:6]=[CH:5][CH:4]=[C:3]([N:7]=[C:8]=[O:9])[CH:2]=1.[Cl:10][C:11]1[CH:41]=[CH:40][C:39]([O:42][CH3:43])=[CH:38][C:12]=1[O:13][C:14]1[C:15]([NH:24][S:25]([C:28]2[CH:37]=[CH:36][C:31]3[O:32][CH2:33][CH2:34][O:35][C:30]=3[CH:29]=2)(=[O:27])=[O:26])=[N:16][CH:17]=[N:18][C:19]=1[O:20][CH2:21][CH2:22][OH:23]>C1(C)C=CC=CC=1>[Cl:10][C:11]1[CH:41]=[CH:40][C:39]([O:42][CH3:43])=[CH:38][C:12]=1[O:13][C:14]1[C:19]([O:20][CH2:21][CH2:22][O:23][C:8](=[O:9])[NH:7][C:3]2[CH:2]=[N:1][CH:6]=[CH:5][CH:4]=2)=[N:18][CH:17]=[N:16][C:15]=1[NH:24][S:25]([C:28]1[CH:37]=[CH:36][C:31]2[O:32][CH2:33][CH2:34][O:35][C:30]=2[CH:29]=1)(=[O:27])=[O:26]. Reported procedure: 57 mg of 3-pyridyl isocyanate were added to 121.5 mg of N-[5-(2-chloro-5-methoxy-phenoxy)-6-(2-hydroxy-ethoxy)-pyrimidin-4-yl]-2,3-dihydro-1,4-benzodioxin-6-sulfonamide dissolved in 1 ml of dry toluene. The reaction mixture was stirred at 100° C. for 1 hour. Then, the solution was added to a silica gel column and it was eluted with EtOAc. There was obtained pyridin-3-ylcarbamic acid 2-[5-(2-chloro-5-methoxy -phenoxy]-6-(2,3-dihydro-1,4-benzodioxin-6-ylsulfonylamino) -pyrimidin-4-yloxy]-ethyl est... Starting materials: FC(C(=O)O)(F)F (trifluoroacetic acid), C1(=CC=CC=C1)SC (thioanisole), OC=1C=C(C=CC1O)C=NNS(=O)(=O)NC(=O)N1C([C@H](C1)NC(OCC1=CC=CC=C1)=O)=O ((S)-[1-[[[[2-[(3,4-dihydroxyphenyl)methylene]hydrazino]sulfonyl]amino]carbonyl]-2-oxo-3-azetidinyl]carbamic acid, phenylmethyl ester). Reaction conditions: temperature 0 celsius, time 8 hour. Product: FC(C(=O)O)(F)F.N[C@@H]1C(N(C1)C(=O)NS(=O)(=O)NN=CC1=CC(=C(C=C1)O)O)=O ((S)-3-Amino-N-[[2-[(3,4-dihydroxyphenyl)-methylene]hydrazino]sulfonyl]-2-oxo-1-azetidinecarboxamide, trifluoroacetate salt). Reaction SMILES: [F:1][C:2]([F:7])([F:6])[C:3]([OH:5])=[O:4].C1(SC)C=CC=CC=1.[OH:16][C:17]1[CH:18]=[C:19]([CH:24]=[N:25][NH:26][S:27]([NH:30][C:31]([N:33]2[CH2:36][C@H:35]([NH:37]C(=O)OCC3C=CC=CC=3)[C:34]2=[O:48])=[O:32])(=[O:29])=[O:28])[CH:20]=[CH:21][C:22]=1[OH:23]>>[F:1][C:2]([F:7])([F:6])[C:3]([OH:5])=[O:4].[NH2:37][C@H:35]1[CH2:36][N:33]([C:31]([NH:30][S:27]([NH:26][N:25]=[CH:24][C:19]2[CH:20]=[CH:21][C:22]([OH:23])=[C:17]([OH:16])[CH:18]=2)(=[O:28])=[O:29])=[O:32])[C:34]1=[O:48] |f:3.4|. Procedure details: A mixture of 22 ml of trifluoroacetic acid and 5.8 ml of thioanisole was cooled to 0° C., and 5.5 g (11.5 mmol) of (S)-[1-[[[[2-[(3,4-dihydroxyphenyl)methylene]hydrazino]sulfonyl]amino]carbonyl]-2-oxo-3-azetidinyl]carbamic acid, phenylmethyl ester were added. After stirring overnight at room temperature, the excess trifluoroacetic acid was evaporated in vacuo and the residue triturated with ether. The trifluoroacetic acid salt was filtered off by suction and dried in vacuo; yield: 2.64 g. The reactants are C(C)(C)OC(=O)C1=C(C2=C(N(C1=O)CC1=CC(=CC=C1)F)C=CS2)Cl (7-chloro-4-(3-fluoro-benzyl)-5-oxo-4,5-dihydro-thieno[3,2-b]pyridine-6-carboxylic acid isopropyl ester), C(C)OC(=O)C1=C(C2=C(N(C1=O)CC1=CC(=CC=C1)F)C=CS2)N2CCNCC2 (4-(3-fluoro-benzyl)-5-oxo-7-piperazin-1-yl-4,5-dihydro-thieno[3,2-b]pyridine-6-carboxylic acid ethyl ester). Product: C(C)(C)OC(=O)C1=C(C2=C(N(C1=O)CC1=CC(=CC=C1)F)C=CS2)N2CCNCC2 (4-(3-fluoro-benzyl)-5-oxo-7-piperazin-1-yl-4,5-dihydro-thieno[3,2-b]pyridine-6-carboxylic acid isopropyl ester). As a reaction SMILES: [CH:1]([O:4][C:5]([C:7]1[C:12](=[O:13])[N:11]([CH2:14][C:15]2[CH:20]=[CH:19][CH:18]=[C:17]([F:21])[CH:16]=2)[C:10]2[CH:22]=[CH:23][S:24][C:9]=2[C:8]=1Cl)=[O:6])([CH3:3])[CH3:2].C(OC(C1C(=O)N(CC2C=CC=C(F)C=2)C2C=CSC=2C=1[N:49]1[CH2:54][CH2:53][NH:52][CH2:51][CH2:50]1)=O)C>>[CH:1]([O:4][C:5]([C:7]1[C:12](=[O:13])[N:11]([CH2:14][C:15]2[CH:20]=[CH:19][CH:18]=[C:17]([F:21])[CH:16]=2)[C:10]2[CH:22]=[CH:23][S:24][C:9]=2[C:8]=1[N:49]1[CH2:54][CH2:53][NH:52][CH2:51][CH2:50]1)=[O:6])([CH3:3])[CH3:2]. Reported procedure: This compound was prepared from 7-chloro-4-(3-fluoro-benzyl)-5-oxo-4,5-dihydro-thieno[3,2-b]pyridine-6-carboxylic acid isopropyl ester (18) by applying the same procedure as described for 4-(3-fluoro-benzyl)-5-oxo-7-piperazin-1-yl-4,5-dihydro-thieno[3,2-b]pyridine-6-carboxylic acid ethyl ester (19). 1H-NMR (DMSO-d6) δ 1.28 (d, J=6.0 Hz, 6H), 2.81 (m, 4H), 3.22 (m, 4H), 5.07 (m, 1H), 5.36 (s, 2H), 7.10 (m, 3H), 7.29 (m, 1H), 7.35 (m, 1H), 7.98 (m, 1H); EIMS m/z 430 (M+1). Run in N1=CC=CC=C1 (pyridine). Procedure details: A mixture of 1.2 g of 1-ethyl-6,7-difluoro-1,4-dihydro-4-oxo-3-quinolinecarboxylic acid, 1.9 g of 3-ethenylpiperazine and 15 ml of pyridine is heated at 100° C. in a pressure bottle for 3 hours, then cooled and evaporated. The residue is purified by silica gel flash chromatography, eluting with chloroform:methanol:water:triethylamine (9:0.5:0.02:0.02), giving 200 mg of the desired product. Yield: 12.2%. Product: C(=C)C1CN(CCN1)C1=C(C=C2C(C(=CN(C2=C1)CC)C(=O)O)=O)F (7-(3-Ethenyl-1-piperazinyl)-1-ethyl-6-fluoro-1,4-dihydro-4-oxo-3-quinolinecarboxylic acid). Reactants: C(C)N1C=C(C(C2=CC(=C(C=C12)F)F)=O)C(=O)O (1-ethyl-6,7-difluoro-1,4-dihydro-4-oxo-3-quinolinecarboxylic acid), C(=C)C1CNCCN1 (3-ethenylpiperazine). RXN SMILES: [CH2:1]([N:3]1[C:12]2[C:7](=[CH:8][C:9]([F:14])=[C:10](F)[CH:11]=2)[C:6](=[O:15])[C:5]([C:16]([OH:18])=[O:17])=[CH:4]1)[CH3:2].[CH:19]([CH:21]1[NH:26][CH2:25][CH2:24][NH:23][CH2:22]1)=[CH2:20]>N1C=CC=CC=1>[CH:19]([CH:21]1[NH:26][CH2:25][CH2:24][N:23]([C:10]2[CH:11]=[C:12]3[C:7]([C:6](=[O:15])[C:5]([C:16]([OH:18])=[O:17])=[CH:4][N:3]3[CH2:1][CH3:2])=[CH:8][C:9]=2[F:14])[CH2:22]1)=[CH2:20]. Run at temperature 100 celsius. Reactants: CCOC(=O)NCCN, O=C([O-])[O-], [K+], [K+], C1CCOC1, BrCCCc1ccccc1. The product is CCOC(=O)NCCNCCCc1ccccc1. Reaction SMILES: [C:1](=[O:2])([O:3][CH2:4][CH3:5])[NH:6][CH2:7][CH2:8][NH2:9].[C:20](=[O:21])([O-:22])[O-:23].[K+:24].[K+:25].[O:26]1[CH2:27][CH2:28][CH2:29][CH2:30]1.[c:10]1([CH2:16][CH2:17][CH2:18][Br:19])[cH:11][cH:12][cH:13][cH:14][cH:15]1>>[C:1](=[O:2])([O:3][CH2:4][CH3:5])[NH:6][CH2:7][CH2:8][NH:9][CH2:18][CH2:17][CH2:16][c:10]1[cH:11][cH:12][cH:13][cH:14][cH:15]1. RXN SMILES: [BH4-:6].[C:8]([Si:9]([CH3:10])([CH3:11])[Cl:12])([CH3:13])([CH3:14])[CH3:15].[CH2:16]([CH2:17][CH2:18][CH3:19])[n:20]1[c:21]2[cH:22][cH:23][c:24]([C:35](=[O:36])[O:37][CH3:38])[cH:25][c:26]2[c:27]2[cH:28][cH:29][cH:30][cH:31][c:32]2[c:33]1=[O:34].[CH3:39][CH2:40][O:41][C:42](=[O:43])[CH3:44].[Li+:7].[O:1]1[CH2:2][CH2:3][CH2:4][CH2:5]1.[OH2:45]>>[CH2:16]([CH2:17][CH2:18][CH3:19])[n:20]1[c:21]2[cH:22][cH:23][c:24]([CH2:35][OH:36])[cH:25][c:26]2[c:27]2[cH:28][cH:29][cH:30][cH:31][c:32]2[c:33]1=[O:34]. Starting materials: [BH4-], CC(C)(C)[Si](C)(C)Cl, CCCCn1c(=O)c2ccccc2c2cc(C(=O)OC)ccc21, CCOC(C)=O, [Li+], C1CCOC1, O. Yields the product CCCCn1c(=O)c2ccccc2c2cc(CO)ccc21. Starting materials: CC(C)C[Al+]CC(C)C, [H-], CCOC(=O)C=CC=Cc1ccc(C=Cc2nc(-c3ccco3)oc2C)cc1. Yields the product Cc1oc(-c2ccco2)nc1C=Cc1ccc(C=CC=CCO)cc1. Reaction SMILES: [CH2:30]([Al+:31][CH2:32][CH:33]([CH3:34])[CH3:35])[CH:36]([CH3:37])[CH3:38].[H-:29].[o:1]1[c:2](-[c:6]2[o:7][c:8]([CH3:28])[c:9]([CH:11]=[CH:12][c:13]3[cH:14][cH:15][c:16]([CH:19]=[CH:20][CH:21]=[CH:22][C:23](=[O:24])[O:25][CH2:26][CH3:27])[cH:17][cH:18]3)[n:10]2)[cH:3][cH:4][cH:5]1>>[o:1]1[c:2](-[c:6]2[o:7][c:8]([CH3:28])[c:9]([CH:11]=[CH:12][c:13]3[cH:14][cH:15][c:16]([CH:19]=[CH:20][CH:21]=[CH:22][CH2:23][OH:24])[cH:17][cH:18]3)[n:10]2)[cH:3][cH:4][cH:5]1.